From a dataset of the Open Reaction Database (ORD), a public repository of structured organic reaction records. describe an organic reaction: reactants, conditions, products, and yield Starting materials: CCN1CCC(=O)CC1, CC(C)=O, CI. Product: CC[N+]1(C)CCC(=O)CC1, [I-]. Reaction SMILES: [CH2:3]([CH3:4])[N:5]1[CH2:6][CH2:7][C:8](=[O:11])[CH2:9][CH2:10]1.[CH3:12][C:13](=[O:14])[CH3:15].[I:1][CH3:2]>>[CH3:2][N+:5]1([CH2:3][CH3:4])[CH2:6][CH2:7][C:8](=[O:11])[CH2:9][CH2:10]1.[I-:1]. Starting materials: C1(CCCC1)C=O (cyclopentane-carboxaldehyde), Cl.C[C@@H]1N(CCC1)[C@@H]1CN(CC1)C1=CC=C(C=C1)CC(=O)NC1CCNCC1 (2-[4-((2S,3′S)-2-methyl-[1,3′]bipyrrolidinyl-1′-yl)-phenyl]-N-piperidin-4-yl-acetamide hydrochloride), C(C)(=O)O[BH-](OC(C)=O)OC(C)=O.[Na+] (sodium triacetoxyborohydride), N#N (N2), 453. Run in ClCCCl (DCE). Conditions: time 8 hour. The product is C1(CCCC1)CN1CCC(CC1)NC(CC1=CC=C(C=C1)N1C[C@H](CC1)N1[C@H](CCC1)C)=O (N-(1-Cyclopentylmethyl-piperidin-4-yl)-2-[4-((2S,3′S)-2-methyl-[1,3′]bipyrrolidinyl-1′-yl)-phenyl]-acetamide). The yield is 56.2%. As a reaction SMILES: [CH:1]1([CH:6]=O)[CH2:5][CH2:4][CH2:3][CH2:2]1.Cl.[CH3:9][C@H:10]1[CH2:14][CH2:13][CH2:12][N:11]1[C@H:15]1[CH2:19][CH2:18][N:17]([C:20]2[CH:25]=[CH:24][C:23]([CH2:26][C:27]([NH:29][CH:30]3[CH2:35][CH2:34][NH:33][CH2:32][CH2:31]3)=[O:28])=[CH:22][CH:21]=2)[CH2:16]1.C(O[BH-](OC(=O)C)OC(=O)C)(=O)C.[Na+].N#N>ClCCCl>[CH:1]1([CH2:6][N:33]2[CH2:34][CH2:35][CH:30]([NH:29][C:27](=[O:28])[CH2:26][C:23]3[CH:22]=[CH:21][C:20]([N:17]4[CH2:18][CH2:19][C@H:15]([N:11]5[CH2:12][CH2:13][CH2:14][C@@H:10]5[CH3:9])[CH2:16]4)=[CH:25][CH:24]=3)[CH2:31][CH2:32]2)[CH2:2][CH2:3][CH2:4][CH2:5]1 |f:1.2,3.4|. Procedure: To a solution of cyclopentane-carboxaldehyde (138 mg, 1.4 mmol) and 2-[4-((2S,3′S)-2-methyl-[1,3′]bipyrrolidinyl-1′-yl)-phenyl]-N-piperidin-4-yl-acetamide hydrochloride (0.52 g, 1.18 mmol) in DCE (10 mL) was added powder sodium triacetoxyborohydride slowly under N2 at r.t. The yellowish milky solution was stirred at r.t. overnight. LC/MS showed a major peak at 2.300 min with MS of 453. The reaction was quenched with NaHCO3 aq. (15 mL) and NaOH (1N, 5 mL). The two layers were separated, and the a... The reactants are OC1=CC=C(C=C1)C1=CC=C(C=C1)C=C (4-hydroxy-4'-vinylbiphenyl), S(O)(O)(=O)=O (sulfuric acid), C(C)(=O)OC(C)=O (acetic anhydride). Product: C(C)(=O)OC1=CC=C(C=C1)C1=CC=C(C=C1)C=C (4-acetoxy-4'-vinylbiphenyl). Reaction SMILES: [OH:1][C:2]1[CH:7]=[CH:6][C:5]([C:8]2[CH:13]=[CH:12][C:11]([CH:14]=[CH2:15])=[CH:10][CH:9]=2)=[CH:4][CH:3]=1.S(=O)(=O)(O)O.[C:21](OC(=O)C)(=[O:23])[CH3:22]>>[C:21]([O:1][C:2]1[CH:3]=[CH:4][C:5]([C:8]2[CH:13]=[CH:12][C:11]([CH:14]=[CH2:15])=[CH:10][CH:9]=2)=[CH:6][CH:7]=1)(=[O:23])[CH3:22]. Reported procedure: 10 g of 4-hydroxy-4'-vinylbiphenyl (5) obtained in Example 7 was heated to 100° C. together with a small amount of concentrated sulfuric acid in 20 ml of acetic anhydride to obtain 4-acetoxy-4'-vinylbiphenyl (3) nearly quantitatively. ##STR60## Reactants: COC(=O)CCS(=O)(=O)c1cc(CNC(=O)c2cncc3c2cnn3-c2ccc(F)cc2)ccn1, C[O-], CO, CS(C)=O, CCOC(=O)CI, [Na+], O. Product: CCOC(=O)CS(=O)(=O)c1cc(CNC(=O)c2cncc3c2cnn3-c2ccc(F)cc2)ccn1. As a reaction SMILES: [CH3:1][O:2][C:3](=[O:4])[CH2:35][CH2:5][S:6](=[O:7])(=[O:8])[c:9]1[n:10][cH:11][cH:12][c:13]([CH2:15][NH:16][C:17](=[O:18])[c:19]2[c:20]3[c:21]([cH:22][n:23][cH:24]2)[n:25](-[c:28]2[cH:29][cH:30][c:31]([F:34])[cH:32][cH:33]2)[n:26][cH:27]3)[cH:14]1.[CH3:36][O-:37].[CH3:39][OH:40].[CH3:48][S:49]([CH3:50])=[O:51].[I:41][CH2:42][C:43](=[O:44])[O:45][CH2:46][CH3:47].[Na+:38].[OH2:52]>>[CH2:5]([S:6](=[O:7])(=[O:8])[c:9]1[n:10][cH:11][cH:12][c:13]([CH2:15][NH:16][C:17](=[O:18])[c:19]2[c:20]3[c:21]([cH:22][n:23][cH:24]2)[n:25](-[c:28]2[cH:29][cH:30][c:31]([F:34])[cH:32][cH:33]2)[n:26][cH:27]3)[cH:14]1)[C:43](=[O:44])[O:45][CH2:46][CH3:47]. The product is C=C(C)c1c(OC)cc(C(O)C(CC2Cc3ccccc3C2)Cn2ccc(CCC(=O)O)c2)cc1OC. The reactants are [Br-], [Br-], COc1cc(C(O)C(CC2Cc3ccccc3C2)Cn2ccc(CCC(=O)O)c2)cc(OC)c1C(C)=O, ClCCl, Cl, [Li]C, [Zn+2]. RXN SMILES: [Br-:41].[Br-:43].[C:1]([CH3:2])(=[O:3])[c:4]1[c:5]([O:36][CH3:37])[cH:6][c:7]([CH:12]([CH:13]([CH2:14][n:15]2[cH:16][c:17]([CH2:20][CH2:21][C:22](=[O:23])[OH:24])[cH:18][cH:19]2)[CH2:25][CH:26]2[CH2:27][c:28]3[cH:29][cH:30][cH:31][cH:32][c:33]3[CH2:34]2)[OH:35])[cH:8][c:9]1[O:10][CH3:11].[Cl:44][CH2:45][Cl:46].[ClH:40].[Li:38][CH3:39].[Zn+2:42]>>[C:1](=[CH2:2])([c:4]1[c:5]([O:36][CH3:37])[cH:6][c:7]([CH:12]([CH:13]([CH2:14][n:15]2[cH:16][c:17]([CH2:20][CH2:21][C:22](=[O:23])[OH:24])[cH:18][cH:19]2)[CH2:25][CH:26]2[CH2:27][c:28]3[cH:29][cH:30][cH:31][cH:32][c:33]3[CH2:34]2)[OH:35])[cH:8][c:9]1[O:10][CH3:11])[CH3:39]. Procedure: NaOH (1.65 mL, 2M in water) was added to a solution of ethyl 2-(benzo[d]oxazol-2-yl)nicotinate (290 mg, 0.973 mmol) in EtOH. After stirring for 3 h at room temperature the solvent was removed in vacuo. The residue was dissolved in water (4 mL) and dilute HCl (1.8 mL, 2M in water) was added resulting in pH 2-3 of the mixture. The mixture was extracted with dichloromethane. The combined organic layers were washed with saturated aqueous NaCl solution and dried over MgSO4. Removal of the solvent pro... Run at time 3 hour. The reactants are [OH-].[Na+] (NaOH), O1C(=NC2=C1C=CC=C2)C2=C(C(=O)OCC)C=CC=N2 (ethyl 2-(benzo[d]oxazol-2-yl)nicotinate). The product is O1C(=NC2=C1C=CC=C2)C2=C(C(=O)O)C=CC=N2 (2-(benzo[d]oxazol-2-yl)nicotinic acid). RXN SMILES: [OH-].[Na+].[O:3]1[C:7]2[CH:8]=[CH:9][CH:10]=[CH:11][C:6]=2[N:5]=[C:4]1[C:12]1[N:22]=[CH:21][CH:20]=[CH:19][C:13]=1[C:14]([O:16]CC)=[O:15]>CCO>[O:3]1[C:7]2[CH:8]=[CH:9][CH:10]=[CH:11][C:6]=2[N:5]=[C:4]1[C:12]1[N:22]=[CH:21][CH:20]=[CH:19][C:13]=1[C:14]([OH:16])=[O:15] |f:0.1|. The solvent is CCO (EtOH). Reactants: N(=[N+]=[N-])C[C@@H]1OC2=C(C=CC=3NC(OC32)=O)OC1 ((8S)-8-(Azidomethyl)-7,8-dihydro[1,4]dioxino[2,3-g][1,3]benzoxazol-2(3H)-one), [H][H] (hydrogen), Cl (HCl). The reagents and catalysts are [Pd] (Pd/C). Run in CO (methanol). The product is NCC1COC2=CC=C3C(=C2O1)OC(N3)=O (8-Aminomethyl-7,8-dihydro-3H-1,6,9-trioxa-3-aza-cyclopenta[a]naphthalen-2-one). As a reaction SMILES: [N:1]([CH2:4][C@H:5]1[CH2:18][O:17][C:8]2[CH:9]=[CH:10][C:11]3[NH:12][C:13](=[O:16])[O:14][C:15]=3[C:7]=2[O:6]1)=[N+]=[N-].[H][H].Cl>CO.[Pd]>[NH2:1][CH2:4][CH:5]1[O:6][C:7]2[C:8](=[CH:9][CH:10]=[C:11]3[NH:12][C:13](=[O:16])[O:14][C:15]3=2)[O:17][CH2:18]1. Procedure details: (8S)-8-(Azidomethyl)-7,8-dihydro[1,4]dioxino[2,3-g][1,3]benzoxazol-2(3H)-one (2.86 g, 11.5 mmole) in methanol (60 mL) was treated for 24 hours on a Parr shaker with 60 psi of hydrogen in the presence of 0.43 g of 10% Pd/C and 3.0 mL of 4 N isopropanolic HCl. The catalyst was removed by filtration through celite and was washed with additional methanol. The filtrate was evaporated in vacuum to give 2.12 g (68%) of the (S)-enantiomer of the title compound as a beige solid, m.p.>250° C. The reactants are [BH4-], C1CCOC1, CCO, CCOC(=O)C1=Cc2cc(C=O)cc(C)c2OC1C(F)(F)F, Cl, [Na+]. Product: CCOC(=O)C1=Cc2cc(CO)cc(C)c2OC1C(F)(F)F. RXN SMILES: [BH4-:23].[CH2:26]1[O:27][CH2:28][CH2:29][CH2:30]1.[CH3:31][CH2:32][OH:33].[CH:1](=[O:2])[c:3]1[cH:4][c:5]2[c:10]([c:11]([CH3:13])[cH:12]1)[O:9][CH:8]([C:14]([F:15])([F:16])[F:17])[C:7]([C:18](=[O:19])[O:20][CH2:21][CH3:22])=[CH:6]2.[ClH:25].[Na+:24]>>[CH2:1]([OH:2])[c:3]1[cH:4][c:5]2[c:10]([c:11]([CH3:13])[cH:12]1)[O:9][CH:8]([C:14]([F:15])([F:16])[F:17])[C:7]([C:18](=[O:19])[O:20][CH2:21][CH3:22])=[CH:6]2.